This data is from the Open Reaction Database (ORD), a public repository of structured organic reaction records. The task is: describe an organic reaction: reactants, conditions, products, and yield Reactants: [N+](=O)([O-])C1=C(C=CC=C1)C (o-nitrotoluene), C(CC)N (n-propylamine). The reagents and catalysts are [Pt] (platinum on carbon). Run in C1(=CC=CC=C1)C (toluene). Reaction conditions: temperature 6.5 celsius, time 100 minute. Yields the product C1(=C(C=CC=C1)NO)C (N-(2-Tolyl )hydroxylamine). RXN SMILES: [N+:1]([C:4]1[CH:9]=[CH:8][CH:7]=[CH:6][C:5]=1[CH3:10])([O-])=[O:2].C(N)CC>C1(C)C=CC=CC=1.[Pt]>[C:5]1([CH3:10])[CH:6]=[CH:7][CH:8]=[CH:9][C:4]=1[NH:1][OH:2]. Procedure details: 41.1 g (0.3 mol) of o-nitrotoluene in 600 ml of toluene were initially taken with 5.1 g of active carbon, with stirring, in a 1.5 l hydrogenation flask having a gas inlet tube. After cooling to about 5-8° C., 67.4 g (1.1 mol) of n-propylamine and 3 g of platinum on carbon (5%) (CF 105 XRS from Degussa) were added and the reaction vessel was flushed at 5° C. with nitrogen and then with hydrogen. The hydrogenation was carried out at a constant hydrogen pressure of 100 mbar gauge pressure. Accordin... Reactants: CCOC(=O)CBr, CCOC(=O)c1c[nH]c2ccc(=O)c(OC)cc2c1=O, [H-], [Na+], CN(C)C=O. The product is CCOC(=O)Cn1cc(C(=O)OCC)c(=O)c2cc(OC)c(=O)ccc21. RXN SMILES: [Br:23][CH2:24][C:25](=[O:26])[O:27][CH2:28][CH3:29].[CH2:1]([CH3:2])[O:3][C:4](=[O:5])[c:6]1[c:7](=[O:20])[c:8]2[c:9]([nH:10][cH:11]1)[cH:12][cH:13][c:14](=[O:19])[c:15]([O:17][CH3:18])[cH:16]2.[H-:21].[Na+:22].[O:30]=[CH:31][N:32]([CH3:33])[CH3:34]>>[CH2:1]([CH3:2])[O:3][C:4](=[O:5])[c:6]1[c:7](=[O:20])[c:8]2[c:9]([n:10]([CH2:24][C:25](=[O:26])[O:27][CH2:28][CH3:29])[cH:11]1)[cH:12][cH:13][c:14](=[O:19])[c:15]([O:17][CH3:18])[cH:16]2. Reactants: cupric acetate, O (water), CN(C)N=C(CCC1=CN=C(S1)NC(CCC)=O)C (N-[5-(3-dimethylaminoimino-butyl)-1,3-thiazol-2-yl]-butanamide). The solvent is O1CCCC1 (tetrahydrofuran). Product: O=C(CCC1=CN=C(S1)NC(CCC)=O)C (N-[5-(3-oxo-butyl)-1,3-thiazol-2-yl]-butanamide). Isolated yield 95.0%. As a reaction SMILES: [OH2:1].CN(N=[C:6]([CH3:20])[CH2:7][CH2:8][C:9]1[S:13][C:12]([NH:14][C:15](=[O:19])[CH2:16][CH2:17][CH3:18])=[N:11][CH:10]=1)C>O1CCCC1>[O:1]=[C:6]([CH3:20])[CH2:7][CH2:8][C:9]1[S:13][C:12]([NH:14][C:15](=[O:19])[CH2:16][CH2:17][CH3:18])=[N:11][CH:10]=1. Reported procedure: To a stirred solution of 200 mg (1 mmol) of cupric acetate in 10 ml of water 141 mg (0.5 mmol) of N-[5-(3-dimethylaminoimino-butyl)-1,3-thiazol-2-yl]-butanamide in 10 ml of tetrahydrofuran were added. After 2 hours the solvent was removed under reduced pressure, a mixture of aqueous ammonium chloride and ammonium hydroxide was added and the product extracted with methylene chloride to give after drying and concentration 114 mg (95% yield) of the title compound. The reactants are FC1=C(C=CC(=C1)Cl)N1C(C2=CC(C1=O)CCC2)=O (N-(2-fluoro-4-chlorophenyl)-3,4,5,6-tetrahydroisophthalimide), CC(=O)C (acetone), N (ammonia). Reaction conditions: time 30 minute. Yields the product FC1=C(C=CC(=C1)Cl)NC(C1=C(C(=O)N)CCCC1)=O (N-(2-fluoro-4-chlorophenyl)-3,4,5,6-tetrahydrophthalamide). RXN SMILES: [F:1][C:2]1[CH:7]=[C:6]([Cl:8])[CH:5]=[CH:4][C:3]=1[N:9]1[C:14](=[O:15])[CH:13]2[CH2:16][CH2:17][CH2:18][C:11](=[CH:12]2)C1=O.[NH3:20].C[C:22](C)=[O:23]>>[F:1][C:2]1[CH:7]=[C:6]([Cl:8])[CH:5]=[CH:4][C:3]=1[NH:9][C:14](=[O:15])[C:13]1[CH2:12][CH2:11][CH2:18][CH2:17][C:16]=1[C:22]([NH2:20])=[O:23]. Reported procedure: In acetone (100 ml) was dissolved N-(2-fluoro-4-chlorophenyl)-3,4,5,6-tetrahydroisophthalimide (22.5 g), and under cooling, 25% aqueous ammonia (5.8 g) was added dropwise over a period of about one minute, the temperature of the system being maintained below 25° C. The mixture was further stirred for 30 minutes, after which the precipitate was recovered by filtration and washed with a small amount of cold acetone. Yield 22.2 g; m.p. 150°-151° C. Reactants: O=C([O-])[O-], CC(=O)O, CC#N, CC(C)(O)c1ccccc1CCC(SCC1(CC(=O)[O-])CC1)c1cccc(C=Cc2ccc3ccc(Cl)cc3n2)c1, CC(=O)SCC1(C)CC1, CC(C)(OC1CCCCO1)c1ccccc1CCC(OS(C)(=O)=O)c1cccc(C=Cc2ccc3ccc(Cl)cc3n2)c1, [Cs+], [Cs+], NN, [Na+], C1=CCOC=C1. Yields the product CC(C)(O)c1ccccc1CCC(SCC1(CC(=O)O)CC1)c1cccc(C=Cc2ccc3ccc(Cl)cc3n2)c1. RXN SMILES: [C:101](=[O:102])([O-:103])[O-:104].[C:86]([OH:87])(=[O:88])[CH3:89].[CH3:107][C:108]#[N:109].[CH3:2][C:3]([CH3:4])([OH:5])[c:6]1[cH:7][cH:8][cH:9][cH:10][c:11]1[CH2:12][CH2:13][CH:14]([S:15][CH2:16][C:17]1([CH2:20][C:21]([O-:22])=[O:23])[CH2:18][CH2:19]1)[c:24]1[cH:25][cH:26][cH:27][c:28]([CH:29]=[CH:30][c:31]2[cH:32][cH:33][c:34]3[cH:35][cH:36][c:37]([Cl:38])[cH:39][c:40]3[n:41]2)[cH:42]1.[CH3:90][C:91]1([CH2:92][S:93][C:94](=[O:95])[CH3:96])[CH2:97][CH2:98]1.[Cl:43][c:44]1[cH:45][c:46]2[c:47]([cH:48][cH:49][c:50]([CH:51]=[CH:52][c:53]3[cH:54][c:55]([CH:56]([O:57][S:58]([CH3:59])(=[O:60])=[O:61])[CH2:62][CH2:63][c:64]4[cH:65][cH:66][cH:67][cH:68][c:69]4[C:70]([O:71][CH:72]4[CH2:73][CH2:74][CH2:75][CH2:76][O:77]4)([CH3:78])[CH3:79])[cH:80][cH:81][cH:82]3)[n:83]2)[cH:84][cH:85]1.[Cs+:105].[Cs+:106].[NH2:99][NH2:100].[Na+:1].[O:110]1[CH:111]=[CH:112][CH:113]=[CH:114][CH2:115]1>>[CH3:2][C:3]([CH3:4])([OH:5])[c:6]1[cH:7][cH:8][cH:9][cH:10][c:11]1[CH2:12][CH2:13][CH:14]([S:15][CH2:16][C:17]1([CH2:20][C:21](=[O:22])[OH:23])[CH2:18][CH2:19]1)[c:24]1[cH:25][cH:26][cH:27][c:28]([CH:29]=[CH:30][c:31]2[cH:32][cH:33][c:34]3[cH:35][cH:36][c:37]([Cl:38])[cH:39][c:40]3[n:41]2)[cH:42]1. Reactants: CC(C)(C)c1ccc(S(=O)(=O)Cl)cc1, NCCCCC(NC(=O)OCC1c2ccccc2-c2ccccc21)C(=O)O. Yields the product CC(C)(C)c1ccc(S(=O)(=O)NCCCCC(NC(=O)OCC2c3ccccc3-c3ccccc32)C(=O)O)cc1. RXN SMILES: [C:28]([CH3:29])([CH3:30])([CH3:31])[c:32]1[cH:33][cH:34][c:35]([S:38](=[O:39])(=[O:40])[Cl:41])[cH:36][cH:37]1.[cH:1]1[cH:2][cH:3][cH:4][c:5]2[c:13]1[CH:12]([CH2:14][O:15][C:16](=[O:17])[NH:18][CH:19]([CH2:20][CH2:21][CH2:22][CH2:23][NH2:24])[C:25](=[O:26])[OH:27])[c:11]1[c:6]-2[cH:7][cH:8][cH:9][cH:10]1>>[cH:1]1[cH:2][cH:3][cH:4][c:5]2[c:13]1[CH:12]([CH2:14][O:15][C:16](=[O:17])[NH:18][CH:19]([CH2:20][CH2:21][CH2:22][CH2:23][NH:24][S:38]([c:35]1[cH:34][cH:33][c:32]([C:28]([CH3:29])([CH3:30])[CH3:31])[cH:37][cH:36]1)(=[O:39])=[O:40])[C:25](=[O:26])[OH:27])[c:11]1[c:6]-2[cH:7][cH:8][cH:9][cH:10]1. Reactants: CC(=O)O[BH-](OC(C)=O)OC(C)=O, COC(C=O)OC, NCCc1ccc(F)cc1, [Na+], C1CCOC1. The product is COC(CNCCc1ccc(F)cc1)OC. RXN SMILES: [C:18]([O:19][BH-:20]([O:21][C:22](=[O:23])[CH3:24])[O:25][C:26](=[O:27])[CH3:28])(=[O:29])[CH3:30].[CH3:11][O:12][CH:13]([CH:14]=[O:15])[O:16][CH3:17].[F:1][c:2]1[cH:3][cH:4][c:5]([CH2:6][CH2:7][NH2:8])[cH:9][cH:10]1.[Na+:31].[O:32]1[CH2:33][CH2:34][CH2:35][CH2:36]1>>[F:1][c:2]1[cH:3][cH:4][c:5]([CH2:6][CH2:7][NH:8][CH2:14][CH:13]([O:12][CH3:11])[O:16][CH3:17])[cH:9][cH:10]1. Starting materials: Cc1cc(C)[nH]n1, CC#N, Clc1nc(Nc2ccccc2)c2ccccc2n1. Product: Cc1cc(C)n(-c2nc(Nc3ccccc3)c3ccccc3n2)n1. As a reaction SMILES: [CH3:19][c:20]1[n:21][nH:22][c:23]([CH3:25])[cH:24]1.[CH3:26][C:27]#[N:28].[Cl:1][c:2]1[n:3][c:4]2[cH:5][cH:6][cH:7][cH:8][c:9]2[c:10]([NH:12][c:13]2[cH:14][cH:15][cH:16][cH:17][cH:18]2)[n:11]1>>[c:2]1(-[n:22]2[n:21][c:20]([CH3:19])[cH:24][c:23]2[CH3:25])[n:3][c:4]2[cH:5][cH:6][cH:7][cH:8][c:9]2[c:10]([NH:12][c:13]2[cH:14][cH:15][cH:16][cH:17][cH:18]2)[n:11]1.